Dataset: the Open Reaction Database (ORD), a public repository of structured organic reaction records. Task: describe an organic reaction: reactants, conditions, products, and yield The reactants are OC=1C=C(C(=O)O)C=CC1I (3-hydroxy-4-iodo-benzoic acid), Cl (HCl), C(C)O (ethanol). Product: C(C)OC(C1=CC(=C(C=C1)I)O)=O (3-hydroxy -4-iodo-benzoic acid ethyl ester). The yield is 99.0%. As a reaction SMILES: [OH:1][C:2]1[CH:3]=[C:4]([CH:8]=[CH:9][C:10]=1[I:11])[C:5]([OH:7])=[O:6].Cl.[CH2:13](O)[CH3:14]>>[CH2:13]([O:6][C:5](=[O:7])[C:4]1[CH:8]=[CH:9][C:10]([I:11])=[C:2]([OH:1])[CH:3]=1)[CH3:14]. Reported procedure: Reflux 3-hydroxy-4-iodo-benzoic acid (38 g, 144 mmol) and saturated solution of HCl in ethanol (600 mL) overnight. Evaporate the solvent yielding 42 g, 99% of 3-hydroxy -4-iodo-benzoic acid ethyl ester. 1H NMR (300 MHz, CDCl3): δ 1.39 (t, J=7.1 Hz, 3H), 4.36 (q, J=7.1 Hz, 2H), 7.33 (dd, J=8.3 and 2.0 Hz, 1H), 7.64 (d, J=2.0 Hz, 1H), 7.75 (d, J=8.3 Hz, 1H). Add ethyl iodide (33.8 g, 216 mmol) to a solution of 3-hydroxy -4-iodo-benzoic acid ethyl ester (42 g, 144 mmol) and K2CO3 (39.9 g, 288 mmol)... Starting materials: Cl (HCl), N1C(NCC1)=O (2-imidazolidinone), C(=O)([O-])[O-].[K+].[K+] (K2CO3), [I-].[K+] (potassium iodide), OC1=C(CBr)C=C(C=C1)[N+](=O)[O-] (2-hydroxy-5-nitrobenzyl bromide). Run in CS(=O)C (dimethylsulfoxide), O (water). Conditions: time 1.6 hour. Product: OC1=C(CN2C(NCC2)=O)C=C(C=C1)[N+](=O)[O-] (1-(2-Hydroxy-5-nitrobenzyl)-2-imidazolidinone). As a reaction SMILES: [NH:1]1[CH2:5][CH2:4][NH:3][C:2]1=[O:6].C([O-])([O-])=O.[K+].[K+].[I-].[K+].[OH:15][C:16]1[CH:23]=[CH:22][C:21]([N+:24]([O-:26])=[O:25])=[CH:20][C:17]=1[CH2:18]Br.Cl>CS(C)=O.O>[OH:15][C:16]1[CH:23]=[CH:22][C:21]([N+:24]([O-:26])=[O:25])=[CH:20][C:17]=1[CH2:18][N:1]1[CH2:5][CH2:4][NH:3][C:2]1=[O:6] |f:1.2.3,4.5|. Procedure: A 7.9 g (0.092 mole) portion of 2-imidazolidinone in 92 ml of dimethylsulfoxide was treated with 12.7 g (0.092 mole) of K2CO3, 7.4 g (0.045 mole) of potassium iodide and 20.0 g (0.092 mole) of 2-hydroxy-5-nitrobenzyl bromide. The reaction mixture was heated to 105° over 0.3 hours and held at 105° for 1.6 hours. The reaction mixture was poured with stirring into 550 ml of water. The aqueous mixture was acidified with 9 ml of concentrated HCl and extracted with 480 ml of chloroform. The chloroform... The reactants are COc1cccc2ccc(N3CCNCC3)nc12, O=C(NCC(F)(F)F)C1(CCCCBr)c2ccccc2-c2ccccc21. The product is COc1cccc2ccc(N3CCN(CCCCC4(C(=O)NCC(F)(F)F)c5ccccc5-c5ccccc54)CC3)nc12. RXN SMILES: [CH3:27][O:28][c:29]1[cH:30][cH:31][cH:32][c:33]2[cH:34][cH:35][c:36]([N:39]3[CH2:40][CH2:41][NH:42][CH2:43][CH2:44]3)[n:37][c:38]12.[F:1][C:2]([CH2:3][NH:4][C:5](=[O:6])[C:7]1([CH2:20][CH2:21][CH2:22][CH2:23][Br:24])[c:8]2[cH:9][cH:10][cH:11][cH:12][c:13]2-[c:14]2[cH:15][cH:16][cH:17][cH:18][c:19]21)([F:25])[F:26]>>[F:1][C:2]([CH2:3][NH:4][C:5](=[O:6])[C:7]1([CH2:20][CH2:21][CH2:22][CH2:23][N:42]2[CH2:41][CH2:40][N:39]([c:36]3[cH:35][cH:34][c:33]4[cH:32][cH:31][cH:30][c:29]([O:28][CH3:27])[c:38]4[n:37]3)[CH2:44][CH2:43]2)[c:8]2[cH:9][cH:10][cH:11][cH:12][c:13]2-[c:14]2[cH:15][cH:16][cH:17][cH:18][c:19]21)([F:25])[F:26]. Reactants: [BH-](OC(=O)C)(OC(=O)C)OC(=O)C.[Na+] (NaBH(OAc)3), CC(C(=O)OCN1N=C(N=C1)C=1C=C(C=CC1)C1=CC(=C(C(=C1)F)C=O)F)(C)C ([3-(3′,5′-difluoro-4′-formyl-3-biphenylyl)-1H-1,2,4-triazol-1-yl]methyl 2,2-dimethylpropanoate), NC1CC2=CC=CC=C2C1 (2-aminoindane), CC(=O)O (HOAc). Run in C1=CC=CC=C1 (PhH). Reaction conditions: time 1.5 hour. The product is CC(C(=O)OCN1N=C(N=C1)C=1C=C(C=CC1)C1=CC(=C(C(=C1)F)CNC1CC2=CC=CC=C2C1)F)(C)C ((3-{-4′-[(2,3-dihydro-1H-inden-2-ylamino)-methyl]-3′,5′-difluoro-3-biphenylyl}-1H-1,2,4-triazol-1-yl)methyl 2,2-dimethylpropanoate). As a reaction SMILES: [CH3:1][C:2]([CH3:29])([CH3:28])[C:3]([O:5][CH2:6][N:7]1[CH:11]=[N:10][C:9]([C:12]2[CH:13]=[C:14]([C:18]3[CH:23]=[C:22]([F:24])[C:21]([CH:25]=O)=[C:20]([F:27])[CH:19]=3)[CH:15]=[CH:16][CH:17]=2)=[N:8]1)=[O:4].[NH2:30][CH:31]1[CH2:39][C:38]2[C:33](=[CH:34][CH:35]=[CH:36][CH:37]=2)[CH2:32]1.CC(O)=O.[BH-](OC(C)=O)(OC(C)=O)OC(C)=O.[Na+]>C1C=CC=CC=1>[CH3:29][C:2]([CH3:1])([CH3:28])[C:3]([O:5][CH2:6][N:7]1[CH:11]=[N:10][C:9]([C:12]2[CH:13]=[C:14]([C:18]3[CH:23]=[C:22]([F:24])[C:21]([CH2:25][NH:30][CH:31]4[CH2:39][C:38]5[C:33](=[CH:34][CH:35]=[CH:36][CH:37]=5)[CH2:32]4)=[C:20]([F:27])[CH:19]=3)[CH:15]=[CH:16][CH:17]=2)=[N:8]1)=[O:4] |f:3.4|. Procedure: A mixture of [3-(3′,5′-difluoro-4′-formyl-3-biphenylyl)-1H-1,2,4-triazol-1-yl]methyl 2,2-dimethylpropanoate (67.6 g; 0.17 mol; I-X-9), 2-aminoindane (22.9 g; 0.17 mol; freebase obtained commercially) and HOAc (0.48 mL; 0.0085 mol, Note 1) in PhH (350 mL) was heated under reflux using a Dean-Stark trap to remove water. After 1.5 h, volatiles were removed in vacuo, the residue was dissolved in CH2Cl2/HOAc (400:25 mL respectively), and NaBH(OAc)3 (43 g; 0.203 mol) was added at room temperature. The... The reactants are C, CCOC(C)=O, O=C1OCCC=CCCOC(=O)C2CCCN2C(=O)CCCCC(=O)N2CCCC12, [Pd]. The product is O=C1OCCCCCCOC(=O)C2CCCN2C(=O)CCCCC(=O)N2CCCC12. Reaction SMILES: [C:31].[CH2:33]([O:34][C:35](=[O:36])[CH3:37])[CH3:38].[N:1]12[C:2](=[O:30])[CH2:3][CH2:4][CH2:5][CH2:6][C:7](=[O:29])[N:8]3[CH2:9][CH2:10][CH2:11][CH:12]3[C:13](=[O:28])[O:14][CH2:15][CH2:16][CH:17]=[CH:18][CH2:19][CH2:20][O:21][C:22](=[O:27])[CH:23]1[CH2:24][CH2:25][CH2:26]2.[Pd:32]>>[N:1]12[C:2](=[O:30])[CH2:3][CH2:4][CH2:5][CH2:6][C:7](=[O:29])[N:8]3[CH2:9][CH2:10][CH2:11][CH:12]3[C:13](=[O:28])[O:14][CH2:15][CH2:16][CH2:17][CH2:18][CH2:19][CH2:20][O:21][C:22](=[O:27])[CH:23]1[CH2:24][CH2:25][CH2:26]2.